This data is from the Open Reaction Database (ORD), a public repository of structured organic reaction records. The task is: describe an organic reaction: reactants, conditions, products, and yield Starting materials: CCOC(=O)C=C(C)C=CC=C(C)C=Cc1c(C)sc(C)c1C, CCO, [K+], [OH-], O, O=S(=O)(O)O. Product: CC(C=Cc1c(C)sc(C)c1C)=CC=CC(C)=CC(=O)O. Reaction SMILES: [CH2:1]([CH3:2])[O:3][C:4]([CH:5]=[C:6]([CH:7]=[CH:8][CH:9]=[C:10]([CH:11]=[CH:12][c:13]1[c:14]([CH3:20])[s:15][c:16]([CH3:19])[c:17]1[CH3:18])[CH3:21])[CH3:22])=[O:23].[CH3:32][CH2:33][OH:34].[K+:25].[OH-:24].[OH2:31].[S:26](=[O:27])(=[O:28])([OH:29])[OH:30]>>[O:3]=[C:4]([CH:5]=[C:6]([CH:7]=[CH:8][CH:9]=[C:10]([CH:11]=[CH:12][c:13]1[c:14]([CH3:20])[s:15][c:16]([CH3:19])[c:17]1[CH3:18])[CH3:21])[CH3:22])[OH:23]. The reactants are C(C)O (ethanol), C(C1=CC=CC=C1)OCCCOC1=CC=C2CCC(OC2=C1)(C(=O)OCC)CC (ethyl 7-(3-benzyloxypropoxy)-2-ethylchromane-2-carboxylate). Reagents/catalysts: [Pd] (Pd/C). The solvent is O (water). Reaction conditions: time 8 hour. Yields the product OCCCOC1=CC=C2CCC(OC2=C1)(C(=O)OCC)CC (Ethyl 7-(3-hydroxypropoxy)-2-ethylchromane-2-carboxylate). Yield: 98.3%. As a reaction SMILES: C(O)C.C([O:11][CH2:12][CH2:13][CH2:14][O:15][C:16]1[CH:25]=[C:24]2[C:19]([CH2:20][CH2:21][C:22]([CH2:31][CH3:32])([C:26]([O:28][CH2:29][CH3:30])=[O:27])[O:23]2)=[CH:18][CH:17]=1)C1C=CC=CC=1>[Pd].O>[OH:11][CH2:12][CH2:13][CH2:14][O:15][C:16]1[CH:25]=[C:24]2[C:19]([CH2:20][CH2:21][C:22]([CH2:31][CH3:32])([C:26]([O:28][CH2:29][CH3:30])=[O:27])[O:23]2)=[CH:18][CH:17]=1. Reported procedure: To a 80 ml ethanol solution of ethyl 7-(3-benzyloxypropoxy)-2-ethylchromane-2-carboxylate (3.76 g, 9.5 mmol) was added water 4 ml and 10% Pd/C 300 mg. This solution was placed in a Parr shaker and was shaken under hydrogen atmosphere (50 psi) overnight. The catalyst was removed by filtration through a pad of celite. The filtrate was concentrated and chromatographed on silica gel. Elution with 30% AcOEt/hexanes gave the title compound 2.88 g as a colorless syrup (quant.). Starting materials: F[B-](F)(F)F, COc1cc(C(=O)O)ccc1Nc1ncc2c(n1)N(C1CCCC1)CC1(CC1)C(=O)N2C, CCN(C(C)C)C(C)C, NC1CCC(N2CCCN(CC3CC3)CC2)CC1, CN(C)C=O, CN(C)C(On1nnc2ccccc21)=[N+](C)C. Product: COc1cc(C(=O)NC2CCC(N3CCCN(CC4CC4)CC3)CC2)ccc1Nc1ncc2c(n1)N(C1CCCC1)CC1(CC1)C(=O)N2C. As a reaction SMILES: [B-:42]([F:43])([F:44])([F:45])[F:46].[CH:1]1([N:6]2[c:7]3[c:8]([cH:17][n:18][c:19]([NH:21][c:22]4[c:23]([O:31][CH3:32])[cH:24][c:25]([C:26](=[O:27])[OH:28])[cH:29][cH:30]4)[n:20]3)[N:9]([CH3:16])[C:10](=[O:15])[C:11]3([CH2:12][CH2:13]3)[CH2:14]2)[CH2:2][CH2:3][CH2:4][CH2:5]1.[CH:33]([N:34]([CH2:35][CH3:36])[CH:37]([CH3:38])[CH3:39])([CH3:40])[CH3:41].[CH:64]1([CH2:67][N:68]2[CH2:69][CH2:70][N:71]([CH:75]3[CH2:76][CH2:77][CH:78]([NH2:81])[CH2:79][CH2:80]3)[CH2:72][CH2:73][CH2:74]2)[CH2:65][CH2:66]1.[O:82]=[CH:83][N:84]([CH3:85])[CH3:86].[n:47]1([O:48][C:49]([N:50]([CH3:51])[CH3:52])=[N+:53]([CH3:54])[CH3:55])[c:56]2[cH:57][cH:58][cH:59][cH:60][c:61]2[n:62][n:63]1>>[CH:1]1([N:6]2[c:7]3[c:8]([cH:17][n:18][c:19]([NH:21][c:22]4[c:23]([O:31][CH3:32])[cH:24][c:25]([C:26](=[O:28])[NH:81][CH:78]5[CH2:77][CH2:76][CH:75]([N:71]6[CH2:70][CH2:69][N:68]([CH2:67][CH:64]7[CH2:65][CH2:66]7)[CH2:74][CH2:73][CH2:72]6)[CH2:80][CH2:79]5)[cH:29][cH:30]4)[n:20]3)[N:9]([CH3:16])[C:10](=[O:15])[C:11]3([CH2:12][CH2:13]3)[CH2:14]2)[CH2:2][CH2:3][CH2:4][CH2:5]1.